This data is from the Open Reaction Database (ORD), a public repository of structured organic reaction records. The task is: describe an organic reaction: reactants, conditions, products, and yield Starting materials: CCCCP(CCCC)CCCC, O=C(N=NC(=O)N1CCCCC1)N1CCCCC1, O=C1SC(Cc2ccc(O)cc2)C(=O)N1C(c1ccccc1)(c1ccccc1)c1ccccc1, c1ccccc1, OCCn1ccc2ccccc21. Product: O=C1SC(Cc2ccc(OCCn3ccc4ccccc43)cc2)C(=O)N1C(c1ccccc1)(c1ccccc1)c1ccccc1. As a reaction SMILES: [CH2:47]([P:48]([CH2:49][CH2:50][CH2:51][CH3:52])[CH2:53][CH2:54][CH2:55][CH3:56])[CH2:57][CH2:58][CH3:59].[N:60]([C:61]([N:62]1[CH2:63][CH2:64][CH2:65][CH2:66][CH2:67]1)=[O:68])=[N:69][C:70]([N:71]1[CH2:72][CH2:73][CH2:74][CH2:75][CH2:76]1)=[O:77].[OH:13][c:14]1[cH:15][cH:16][c:17]([CH2:18][CH:19]2[C:20](=[O:44])[N:21]([C:25]([c:26]3[cH:27][cH:28][cH:29][cH:30][cH:31]3)([c:32]3[cH:33][cH:34][cH:35][cH:36][cH:37]3)[c:38]3[cH:39][cH:40][cH:41][cH:42][cH:43]3)[C:22](=[O:24])[S:23]2)[cH:45][cH:46]1.[cH:78]1[cH:79][cH:80][cH:81][cH:82][cH:83]1.[n:1]1([CH2:10][CH2:11][OH:12])[cH:2][cH:3][c:4]2[cH:5][cH:6][cH:7][cH:8][c:9]12>>[n:1]1([CH2:10][CH2:11][O:12][c:14]2[cH:15][cH:16][c:17]([CH2:18][CH:19]3[C:20](=[O:44])[N:21]([C:25]([c:26]4[cH:27][cH:28][cH:29][cH:30][cH:31]4)([c:32]4[cH:33][cH:34][cH:35][cH:36][cH:37]4)[c:38]4[cH:39][cH:40][cH:41][cH:42][cH:43]4)[C:22](=[O:24])[S:23]3)[cH:45][cH:46]2)[cH:2][cH:3][c:4]2[cH:5][cH:6][cH:7][cH:8][c:9]12. Starting materials: BrC1=C2C=CC(NC2=CC(=N1)C)=O (5-bromo-7-methyl-1,6-naphthyridin-2(1H)-one), CC=1N=CNC1 (4-methyl-1H-imidazole), CN1C(CCC1)=O (N-methylpyrrolidin-one). Run in O (water). Run at temperature 140 celsius, time 20 hour. Yields the product CC1=NC(=C2C=CC(NC2=C1)=O)N1C=NC(=C1)C (7-methyl-5-(4-methyl-1H-imidazol-1-yl)-1,6-naphthyridin-2(1H)-one). Yield: 62.5%. As a reaction SMILES: Br[C:2]1[N:11]=[C:10]([CH3:12])[CH:9]=[C:8]2[C:3]=1[CH:4]=[CH:5][C:6](=[O:13])[NH:7]2.[CH3:14][C:15]1[N:16]=[CH:17][NH:18][CH:19]=1.CN1CCCC1=O>O>[CH3:12][C:10]1[CH:9]=[C:8]2[C:3]([CH:4]=[CH:5][C:6](=[O:13])[NH:7]2)=[C:2]([N:18]2[CH:19]=[C:15]([CH3:14])[N:16]=[CH:17]2)[N:11]=1. Procedure details: A mixture containing 9.56 g of 5-bromo-7-methyl-1,6-naphthyridin-2(1H)-one, 8.2 g of 4-methyl-1H-imidazole and 22 ml of N-methylpyrrolidin-one was heated with stirring in an oil bath at 140° C. for 20 hours. The reaction mixture containing some separated solid was diluted with about 150 ml of water and the solid was collected, triturated with water, washed with ethanol and dried to give 6.0 g of 7-methyl-5-(4-methyl-1H-imidazol-1-yl)-1,6-naphthyridin-2(1H)-one, m.p. 307°-308° C.